From a dataset of the Open Reaction Database (ORD), a public repository of structured organic reaction records. describe an organic reaction: reactants, conditions, products, and yield Starting materials: C([O-])([O-])=O.[Na+].[Na+] (sodium carbonate), 36, intermediate 15, OC(C(C)C)C1=CC(=C(C=C1)NC(C)=O)[N+](=O)[O-] (N-[4-(1-hydroxy-2-methylpropyl)-2-nitrophenyl]acetamide), ClCCl (dichloromethane), CS(=O)(=O)Cl (methane-sulfonyl chloride). Solvent: O (water), C(C)N(CC)CC (N,N-diethylethanamine). Reaction conditions: temperature 0 celsius, time 12 hour. The product is 39, ClC(C(C)C)C1=CC(=C(C=C1)NC(C)=O)[N+](=O)[O-] (N-[4-(1-chloro-2-methylpropyl)-2-nitrophenyl]acetamide). Yield: 100.0%. Reaction SMILES: O[CH:2]([C:6]1[CH:11]=[CH:10][C:9]([NH:12][C:13](=[O:15])[CH3:14])=[C:8]([N+:16]([O-:18])=[O:17])[CH:7]=1)[CH:3]([CH3:5])[CH3:4].[Cl:19]CCl.CS(Cl)(=O)=O.C(=O)([O-])[O-].[Na+].[Na+]>O.C(N(CC)CC)C>[Cl:19][CH:2]([C:6]1[CH:11]=[CH:10][C:9]([NH:12][C:13](=[O:15])[CH3:14])=[C:8]([N+:16]([O-:18])=[O:17])[CH:7]=1)[CH:3]([CH3:5])[CH3:4] |f:3.4.5|. Reported procedure: To a stirred solution of 36 parts of intermediate 15, namely N-[4-(1-hydroxy-2-methylpropyl)-2-nitrophenyl]acetamide and 390 parts of dichloromethane were added 35.0 parts of N,N-diethylethanamine. After cooling to 0° C., 20.0 parts of methane-sulfonyl chloride were added dropwise to the previous mixture. Upon completion, stirring was continued for 12 hours at room temperature. The whole was poured into water and sodium carbonate was added while stirring. The product was extracted with dichlorom... Reactants: CS(=O)(=O)Nn1c(=O)[nH]c2cc([N+](=O)[O-])c(F)cc2c1=O, CC(C)C(N)CO. Yields the product CC(C)C(CO)Nc1cc2c(=O)n(NS(C)(=O)=O)c(=O)[nH]c2cc1[N+](=O)[O-]. Reaction SMILES: [F:1][c:2]1[cH:3][c:4]2[c:5](=[O:21])[n:6]([NH:16][S:17](=[O:18])(=[O:19])[CH3:20])[c:7](=[O:15])[nH:8][c:9]2[cH:10][c:11]1[N+:12](=[O:13])[O-:14].[NH2:22][CH:23]([CH2:24][OH:25])[CH:26]([CH3:27])[CH3:28]>>[c:2]1([NH:22][CH:23]([CH2:24][OH:25])[CH:26]([CH3:27])[CH3:28])[cH:3][c:4]2[c:5](=[O:21])[n:6]([NH:16][S:17](=[O:18])(=[O:19])[CH3:20])[c:7](=[O:15])[nH:8][c:9]2[cH:10][c:11]1[N+:12](=[O:13])[O-:14]. The reactants are C1CCOC1 (THF), C(C)OC(=O)C=1SC=CC1 (thiophene-2-carboxylic acid ethyl ester), C(CCC)[Li] (n-butyl lithium), CC#N (MeCN). The solvent is O (Water). Run at temperature -50 celsius, time 1 hour. Yields the product O=C(CC#N)C=1SC=CC1 (3-oxo-3-thiophen-2-yl-propionitrile). The yield is 69.9%. As a reaction SMILES: C1COCC1.C([Li])CCC.[CH3:11][C:12]#[N:13].C([O:16][C:17]([C:19]1[S:20][CH:21]=[CH:22][CH:23]=1)=O)C>O>[O:16]=[C:17]([C:19]1[S:20][CH:21]=[CH:22][CH:23]=1)[CH2:11][C:12]#[N:13]. Procedure: To a flask charged with THF (250 ml) was added dropwise n-butyl lithium (18.4 mL, 46 mmol) at −78° C. under a N2 atmosphere. After addition the resulting solution warmed to −50° C. and dry MeCN (1.86 g, 45 mmol) was added slowly. After 1 h, the reaction was cooled to −78° C. and was treated with thiophene-2-carboxylic acid ethyl ester (6.93 g, 44.5 mmol). After stirring for 1 h the resulting mixture was warmed to RT and stirred for 1 h. Water was added dropwise at 0° C. to quench the reaction an... Reactants: ClC1=CC=C(C=C1)C=1OC2=C(C1N1CCNCC1)C=CC=C2 (1-(2-p-chlorophenyl-3-benzofuryl)piperazine), C(CCCCCCCC)(=O)Cl (pelargonic acid chloride). Solvent: C(C)N(CC)CC (triethylamine), C(Cl)Cl (methylene chloride), C(Cl)Cl (methylene chloride). Run at time 0.5 hour. Product: ClC1=CC=C(C=C1)C=1OC2=C(C1N1CCN(CC1)C(CCCCCCCC)=O)C=CC=C2 (1-(2-p-chlorophenyl-3-benzofuryl)-4-pelargonylpiperazine). As a reaction SMILES: [Cl:1][C:2]1[CH:7]=[CH:6][C:5]([C:8]2[O:9][C:10]3[CH:22]=[CH:21][CH:20]=[CH:19][C:11]=3[C:12]=2[N:13]2[CH2:18][CH2:17][NH:16][CH2:15][CH2:14]2)=[CH:4][CH:3]=1.[C:23](Cl)(=[O:32])[CH2:24][CH2:25][CH2:26][CH2:27][CH2:28][CH2:29][CH2:30][CH3:31]>C(N(CC)CC)C.C(Cl)Cl>[Cl:1][C:2]1[CH:3]=[CH:4][C:5]([C:8]2[O:9][C:10]3[CH:22]=[CH:21][CH:20]=[CH:19][C:11]=3[C:12]=2[N:13]2[CH2:18][CH2:17][N:16]([C:23](=[O:32])[CH2:24][CH2:25][CH2:26][CH2:27][CH2:28][CH2:29][CH2:30][CH3:31])[CH2:15][CH2:14]2)=[CH:6][CH:7]=1. Procedure details: To the solution of 56 g of 1-(2-p-chlorophenyl-3-benzofuryl)piperazine in 25.2 g of triethylamine and 500 ml of methylene chloride, 31.7 g of pelargonic acid chloride in 300 ml of methylene chloride are added while stirring at 0° for 1/2 hour and stirring is continued for 15 hours. The mixture is washed successively with 1 N-hydrochloric acid, 2 N-aqueous sodium hydroxide and saturated aqueous sodium chloride, dried and evaporated to yield the 1-(2-p-chlorophenyl-3-benzofuryl)-4-pelargonylpipera... Starting materials: C[C@@]12CCC[C@@]([C@H]1CC[C@]34[C@H]2CC[C@](C3)(C(=C)C4)O[C@H]5[C@@H]([C@H]([C@@H]([C@H](O5)CO)O)O)O[C@H]6[C@@H]([C@H]([C@@H]([C@H](O6)CO)O)O[C@H]7[C@@H]([C@H]([C@@H]([C@H](O7)CO)O)O)O)O)(C)C(=O)O[C@H]8[C@@H]([C@H]([C@@H]([C@H](O8)CO)O)O)O (Rebaudioside A), [OH-].[K+] (KOH), OS(=O)(=O)O (H2SO4), resultant mixture. Run in CO (methanol). Yields the product C[C@@H]1[C@H]([C@@H]([C@@H]([C@@H](O1)O[C@@]23CC[C@H]4[C@@]5(CCC[C@@]([C@H]5CC[C@]4(C2)CC3=C)(C)C(=O)O[C@H]6[C@@H]([C@H]([C@@H]([C@H](O6)CO)O)O)O)C)O[C@H]7[C@@H]([C@H]([C@@H]([C@H](O7)CO)O)O[C@H]8[C@@H]([C@H]([C@@H]([C@H](O8)CO)O)O)O)O)O)O (rebaudioside C). The yield is 78.9%. Reaction SMILES: [CH3:1][C@:2]12[C@@H:11]3[CH2:12][CH2:13][C@@:14]4([O:19][C@@H:20]5[O:25][C@H:24]([CH2:26]O)[C@@H:23]([OH:28])[C@H:22]([OH:29])[C@H:21]5[O:30][C@@H:31]5[O:36][C@H:35]([CH2:37][OH:38])[C@@H:34]([OH:39])[C@H:33]([O:40][C@@H:41]6[O:46][C@H:45]([CH2:47][OH:48])[C@@H:44]([OH:49])[C@H:43]([OH:50])[C@H:42]6[OH:51])[C@H:32]5[OH:52])[C:16]([CH2:18][C@@:10]3([CH2:15]4)[CH2:9][CH2:8][C@@H:7]1[C@@:6]([C:54]([O:56][C@@H:57]1[O:62][C@H:61]([CH2:63][OH:64])[C@@H:60]([OH:65])[C@H:59]([OH:66])[C@H:58]1[OH:67])=[O:55])([CH3:53])[CH2:5][CH2:4][CH2:3]2)=[CH2:17].[OH-].[K+].OS(O)(=O)=O>CO>[CH3:26][C@H:24]1[O:25][C@@H:20]([O:19][C@:14]23[C:16](=[CH2:17])[CH2:18][C@:10]4([CH2:15]2)[C@H:11]([C@@:2]2([CH3:1])[C@H:7]([CH2:8][CH2:9]4)[C@@:6]([C:54]([O:56][C@@H:57]4[O:62][C@H:61]([CH2:63][OH:64])[C@@H:60]([OH:65])[C@H:59]([OH:66])[C@H:58]4[OH:67])=[O:55])([CH3:53])[CH2:5][CH2:4][CH2:3]2)[CH2:12][CH2:13]3)[C@@H:21]([O:30][C@@H:31]2[O:36][C@H:35]([CH2:37][OH:38])[C@@H:34]([OH:39])[C@H:33]([O:40][C@@H:41]3[O:46][C@H:45]([CH2:47][OH:48])[C@@H:44]([OH:49])[C@H:43]([OH:50])[C@H:42]3[OH:51])[C@H:32]2[OH:52])[C@@H:22]([OH:29])[C@@H:23]1[OH:28] |f:1.2|. Reported procedure: Rebaudioside A (0.2 mmol, 183 mg) was transferred to a 15 ml flask. Four ml each of 10% KOH and methanol were added and the resultant mixture heated to yield a homogeneous solution which was refluxed for 11/2 h. Reaction was than judged complete by TLC analysis. After cooling to 0°; the reaction mixture was acidified to pH3 with 10% H2SO4. The resultant mixture (primarily rebaudioside C) was then concentrated to dryness and the residue recrystallized from water to give 150 mg (99%) of pure rebau... The reactants are C(C)(C)(C)OC(C1=CC=C(C=C1)N(C)C(C1=CC=C(C=C1)C(C)(C)C)C(N(C1=CC=CC=C1)C1=CC=C2C(=CC=C2)O1)=O)=O (4-{[(4-Benzofuran-2-yl-phenylcarbamoyl)-(4-tert-butyl-phenyl)-methyl]-methyl-amino}-benzoic acid tert-butyl ester), C(=O)(C(F)(F)F)O (TFA). The solvent is ClCCl (dichloromethane). Reaction conditions: time 16 hour. Product: O1C(=CC=C2C1=CC=C2)N(C(=O)C(C2=CC=C(C=C2)C(C)(C)C)N(C2=CC=C(C(=O)O)C=C2)C)C2=CC=CC=C2 (4-{[(4-Benzofuran-2-yl-phenylcarbamoyl)-(4-tert-butyl-phenyl)-methyl]-methyl-amino}-benzoic acid). Yield: 108.7%. RXN SMILES: C([O:5][C:6](=[O:44])[C:7]1[CH:12]=[CH:11][C:10]([N:13]([CH:15]([C:26](=[O:43])[N:27]([C:34]2[O:42][C:38]3=[CH:39][CH:40]=[CH:41][C:37]3=[CH:36][CH:35]=2)[C:28]2[CH:33]=[CH:32][CH:31]=[CH:30][CH:29]=2)[C:16]2[CH:21]=[CH:20][C:19]([C:22]([CH3:25])([CH3:24])[CH3:23])=[CH:18][CH:17]=2)[CH3:14])=[CH:9][CH:8]=1)(C)(C)C.C(O)(C(F)(F)F)=O>ClCCl>[O:42]1[C:38]2=[CH:39][CH:40]=[CH:41][C:37]2=[CH:36][CH:35]=[C:34]1[N:27]([C:28]1[CH:29]=[CH:30][CH:31]=[CH:32][CH:33]=1)[C:26]([CH:15]([N:13]([CH3:14])[C:10]1[CH:9]=[CH:8][C:7]([C:6]([OH:44])=[O:5])=[CH:12][CH:11]=1)[C:16]1[CH:17]=[CH:18][C:19]([C:22]([CH3:25])([CH3:23])[CH3:24])=[CH:20][CH:21]=1)=[O:43]. Reported procedure: 4-{[(4-Benzofuran-2-yl-phenylcarbamoyl)-(4-tert-butyl-phenyl)-methyl]-methyl-amino}-benzoic acid tert-butyl ester (˜140 mg, 0.19 mmol) was taken up in 5 mL of dichloromethane followed by addition of 0.5 mL of TFA and stirred for 16 h at RT. Removal of the organic layer and water was added to give a precipitate, which was filtered to give 110 mg (100%) of pinkish solids. LCMS (M−1=531.1). Reactants: O=C1C(C(CC1OC1OCCCC1)C=CC(CCCCC)=O)CCCCCCC(=O)O (7-[2-oxo-5-(3-oxooct-1-enyl)-3-(2-tetrahydropyranyloxy)cyclopentyl]heptanoic acid), [BH4-].[K+] (potassium borohydride), C(CC(O)(C(=O)O)CC(=O)O)(=O)O (citric acid), C(CC(O)(C(=O)O)CC(=O)O)(=O)O (citric acid), C(CC(O)(C(=O)[O-])CC(=O)[O-])(=O)[O-].[Na+].[Na+].[Na+] (sodium citrate), [BH4-].[K+] (Potassium borohydride), C(CC(O)(C(=O)O)CC(=O)O)(=O)O (citric acid). Solvent: CO (methanol), CC(=O)C (acetone). Run at time 90 minute. Yields the product OC1C(C(CC1OC1OCCCC1)C=CC(CCCCC)O)CCCCCCC(=O)O (7-[2-hydroxy-5-(3-hydroxyoct-1-enyl)-3-(2-tetrahydropyranyloxy)cyclopentyl]heptanoic acid). Yield: 74.9%. RXN SMILES: [O:1]=[C:2]1[CH:6]([O:7][CH:8]2[CH2:13][CH2:12][CH2:11][CH2:10][O:9]2)[CH2:5][CH:4]([CH:14]=[CH:15][C:16](=[O:22])[CH2:17][CH2:18][CH2:19][CH2:20][CH3:21])[CH:3]1[CH2:23][CH2:24][CH2:25][CH2:26][CH2:27][CH2:28][C:29]([OH:31])=[O:30].C([O-])(=O)CC(CC([O-])=O)(C([O-])=O)O.[Na+].[Na+].[Na+].[BH4-].[K+].C(O)(=O)CC(CC(O)=O)(C(O)=O)O>CO.CC(C)=O>[OH:1][CH:2]1[CH:6]([O:7][CH:8]2[CH2:13][CH2:12][CH2:11][CH2:10][O:9]2)[CH2:5][CH:4]([CH:14]=[CH:15][CH:16]([OH:22])[CH2:17][CH2:18][CH2:19][CH2:20][CH3:21])[CH:3]1[CH2:23][CH2:24][CH2:25][CH2:26][CH2:27][CH2:28][C:29]([OH:31])=[O:30] |f:1.2.3.4,5.6|. Procedure details: A solution of 7-[2-oxo-5-(3-oxooct-1-enyl)-3-(2-tetrahydropyranyloxy)cyclopentyl]heptanoic acid [0.45 g.; prepared as described above in Example 2(g)] in methanol (10 ml.) was added to a stirred 2% w/v aqueous solution of sodium citrate (100 ml.) at -5° C. Potassium borohydride (1.6 g.) was then added portionwise, allowing the pH to change to pH 8 and then maintaining at pH 8 by the addition, when necessary, of quantities of 10% w/v aqueous citric acid solution. When the addition of the potassiu... Starting materials: CCOC(=O)c1ccc(O)c(O)c1, CC(C)(C)[O-], CC(=O)OC(C)=O, [K+], CN(C)C=O. Product: CCOC(=O)c1ccc(O)c(OC(C)=O)c1. Reaction SMILES: [CH2:1]([CH3:2])[O:3][C:4]([c:5]1[cH:6][c:7]([OH:12])[c:8]([OH:11])[cH:9][cH:10]1)=[O:13].[CH3:14][C:15]([CH3:16])([O-:17])[CH3:18].[CH3:20][C:21]([O:22][C:23](=[O:24])[CH3:25])=[O:26].[K+:19].[O:27]=[CH:28][N:29]([CH3:30])[CH3:31]>>[CH2:1]([CH3:2])[O:3][C:4]([c:5]1[cH:6][c:7]([O:12][C:15]([CH3:14])=[O:17])[c:8]([OH:11])[cH:9][cH:10]1)=[O:13].